Dataset: the Open Reaction Database (ORD), a public repository of structured organic reaction records. Task: describe an organic reaction: reactants, conditions, products, and yield Starting materials: CC1=C(N=C(O1)C1=CC=CC=C1)COC=1C=C(C=CC1)/C=C/C=C/C#N ((E,E)-5-[3-(5-methyl-2-phenyl-4-oxazolylmethoxy)phenyl]-2,4-pentadienenitrile), [Cl-].[NH4+].[N-]=[N+]=[N-].[Na+] (sodium azide -ammonium chloride). The product is CC1=C(N=C(O1)C1=CC=CC=C1)COC=1C=C(C=CC1)C=CC=CC1=NN=NN1 (5-[4-[3-(5-methyl-2-phenyl-4-oxazolylmethoxy)phenyl]-1,3-butadien-1-yl]tetrazole). As a reaction SMILES: [CH3:1][C:2]1[O:6][C:5]([C:7]2[CH:12]=[CH:11][CH:10]=[CH:9][CH:8]=2)=[N:4][C:3]=1[CH2:13][O:14][C:15]1[CH:16]=[C:17](/[CH:21]=[CH:22]/[CH:23]=[CH:24]/[C:25]#[N:26])[CH:18]=[CH:19][CH:20]=1.[Cl-].[NH4+].[N-:29]=[N+:30]=[N-:31].[Na+]>>[CH3:1][C:2]1[O:6][C:5]([C:7]2[CH:8]=[CH:9][CH:10]=[CH:11][CH:12]=2)=[N:4][C:3]=1[CH2:13][O:14][C:15]1[CH:16]=[C:17]([CH:21]=[CH:22][CH:23]=[CH:24][C:25]2[NH:31][N:30]=[N:29][N:26]=2)[CH:18]=[CH:19][CH:20]=1 |f:1.2.3.4|. Reported procedure: According to the method described for Example 1, (E,E)-5-[3-(5-methyl-2-phenyl-4-oxazolylmethoxy)phenyl]-2,4-pentadienenitrile was allowed to react with sodium azide -ammonium chloride to give 5-[4-[3-(5-methyl-2-phenyl-4-oxazolylmethoxy)phenyl]-1,3-butadien-1-yl]tetrazole. Recrystallization from methanol gave colorless prisms, m.p.201°-202° C. Starting materials: Cl.COC=1C=C2C(=NNC2=CC1)C(=O)NCC1CCNCC1 (5-Methoxy-N-(piperidin-4-ylmethyl)-1H-indazole-3-carboxamide hydrochloride), C([O-])([O-])=O.[K+].[K+] (potassium carbonate), ClCC=1SC=C(N1)C(=O)OC (methyl 2-(chloromethyl)-1,3-thiazole-4-carboxylate). Solvent: C(C)#N (acetonitrile), C(C)#N (acetonitrile), CCOC(=O)C (EtOAc). Yields the product COC=1C=C2C(=NNC2=CC1)C(=O)NCC1CCN(CC1)CC=1SC=C(N1)C(=O)OC (methyl 2-{[4-({[(5-methoxy-1H-indazol-3-yl)carbonyl]amino}methyl)piperidin-1-yl]methyl}-1,3-thiazole-4-carboxylate). Isolated yield 32.2%. As a reaction SMILES: Cl.[CH3:2][O:3][C:4]1[CH:5]=[C:6]2[C:10](=[CH:11][CH:12]=1)[NH:9][N:8]=[C:7]2[C:13]([NH:15][CH2:16][CH:17]1[CH2:22][CH2:21][NH:20][CH2:19][CH2:18]1)=[O:14].C(=O)([O-])[O-].[K+].[K+].Cl[CH2:30][C:31]1[S:32][CH:33]=[C:34]([C:36]([O:38][CH3:39])=[O:37])[N:35]=1>C(#N)C.CCOC(C)=O>[CH3:2][O:3][C:4]1[CH:5]=[C:6]2[C:10](=[CH:11][CH:12]=1)[NH:9][N:8]=[C:7]2[C:13]([NH:15][CH2:16][CH:17]1[CH2:22][CH2:21][N:20]([CH2:30][C:31]2[S:32][CH:33]=[C:34]([C:36]([O:38][CH3:39])=[O:37])[N:35]=2)[CH2:19][CH2:18]1)=[O:14] |f:0.1,2.3.4|. Procedure details: Finally, a mixture of compound 7b (637 mg, 1.96 mmoles) and potassium carbonate (813 mg, 5.88 mmoles) in acetonitrile (5 mL) was heated to reflux for 1 hour, then a solution of methyl 2-(chloromethyl)-1,3-thiazole-4-carboxylate (500 mg, 2.6 mmoles) in acetonitrile (5 mL) was added dropwise. The mixture was refluxed overnight then was cooled, diluted with EtOAc and filtered. The resulting solid was washed with water, dried and purified via flash chromatography (silica, from CHCl3 to CHCl3:MeOH 9:... Yields the product N#Cc1cc(OCC(F)(F)F)c(C(F)(F)F)cc1N. Reactants: CO, Cl, [Fe], N#Cc1cc(OCC(F)(F)F)c(C(F)(F)F)cc1[N+](=O)[O-], O. As a reaction SMILES: [CH3:23][OH:24].[ClH:25].[Fe:26].[N+:1]([O-:2])(=[O:3])[c:4]1[c:5]([C:6]#[N:7])[cH:8][c:9]([O:16][CH2:17][C:18]([F:19])([F:20])[F:21])[c:10]([C:12]([F:13])([F:14])[F:15])[cH:11]1.[OH2:22]>>[NH2:1][c:4]1[c:5]([C:6]#[N:7])[cH:8][c:9]([O:16][CH2:17][C:18]([F:19])([F:20])[F:21])[c:10]([C:12]([F:13])([F:14])[F:15])[cH:11]1. Starting materials: O=C([O-])[O-], CCC(C)Nc1cc(C(=O)OC)cc(-c2nn[nH]n2)n1, CCOC(C)=O, CCI, [K+], [K+], CN(C)C=O. Yields the product CCC(C)Nc1cc(C(=O)OC)cc(-c2nnnn2CC)n1. RXN SMILES: [C:21](=[O:22])([O-:23])[O-:24].[CH3:1][O:2][C:3]([c:4]1[cH:5][c:6]([NH:15][CH:16]([CH3:17])[CH2:18][CH3:19])[n:7][c:8](-[c:10]2[n:11][n:12][nH:13][n:14]2)[cH:9]1)=[O:20].[CH3:35][CH2:36][O:37][C:38](=[O:39])[CH3:40].[I:27][CH2:28][CH3:29].[K+:25].[K+:26].[O:30]=[CH:31][N:32]([CH3:33])[CH3:34]>>[CH3:1][O:2][C:3]([c:4]1[cH:5][c:6]([NH:15][CH:16]([CH3:17])[CH2:18][CH3:19])[n:7][c:8](-[c:10]2[n:11][n:12][n:13][n:14]2[CH2:28][CH3:29])[cH:9]1)=[O:20]. Reactants: ClC1=C(C=C(C#N)C=C1)[N+](=O)[O-] (4-chloro-3-nitrobenzonitrile), C(=O)([O-])[O-].[K+].[K+] (K2CO3), FC1=C(C=C(C=C1)F)O (2,5-difluorophenol). Run at time 18 hour. Procedure: A solution of 4-chloro-3-nitrobenzonitrile (5 g) in THF (200 mL) at room temperature was treated with K2CO3 (19 g), followed by 2,5-difluorophenol (3.7 g). After stirring at room temperature for 18 hrs, the solid was filtered off and rinsed with copious amounts of EtOAc. The filtrate was washed sequentially with saturated aqueous NaHCO3 solution, water, and saturated aqueous NaCl solution, dried over anhydrous Na2SO4, filtered, and concentrated in vacuo. The residual was triturated with hexanes ... Reaction SMILES: Cl[C:2]1[CH:9]=[CH:8][C:5]([C:6]#[N:7])=[CH:4][C:3]=1[N+:10]([O-:12])=[O:11].C([O-])([O-])=O.[K+].[K+].[F:19][C:20]1[CH:25]=[CH:24][C:23]([F:26])=[CH:22][C:21]=1[OH:27]>C1COCC1>[F:19][C:20]1[CH:25]=[CH:24][C:23]([F:26])=[CH:22][C:21]=1[O:27][C:2]1[CH:9]=[CH:8][C:5]([C:6]#[N:7])=[CH:4][C:3]=1[N+:10]([O-:12])=[O:11] |f:1.2.3|. Product: FC1=C(OC2=C(C=C(C#N)C=C2)[N+](=O)[O-])C=C(C=C1)F (4-(2,5-Difluorophenoxy)-3-nitrobenzonitrile). Solvent: C1CCOC1 (THF).